From a dataset of the Open Reaction Database (ORD), a public repository of structured organic reaction records. describe an organic reaction: reactants, conditions, products, and yield Starting materials: COC(=O)OC1=CC=C(C(=O)OCCCCCCCCCC)C=C1 (Decyl 4-methoxycarbonyloxybenzoate), N (ammonia). Run in C(C)O (ethanol). Product: OC1=CC=C(C(=O)OCCCCCCCCCC)C=C1 (Decyl 4-hydroxybenzoate). RXN SMILES: COC([O:5][C:6]1[CH:24]=[CH:23][C:9]([C:10]([O:12][CH2:13][CH2:14][CH2:15][CH2:16][CH2:17][CH2:18][CH2:19][CH2:20][CH2:21][CH3:22])=[O:11])=[CH:8][CH:7]=1)=O.N>C(O)C>[OH:5][C:6]1[CH:7]=[CH:8][C:9]([C:10]([O:12][CH2:13][CH2:14][CH2:15][CH2:16][CH2:17][CH2:18][CH2:19][CH2:20][CH2:21][CH3:22])=[O:11])=[CH:23][CH:24]=1. Procedure details: Quantities: compound 22 (16.53 g, 0.049 mol), ethanol (200 ml), aqueous ammonia (35% w/v, 100 ml). Starting materials: CCOC(C)=O, COC(=O)c1ccc([N+](=O)[O-])c(F)c1, [H][H]. Product: COC(=O)c1ccc(N)c(F)c1. RXN SMILES: [CH3:17][CH2:18][O:19][C:20](=[O:21])[CH3:22].[F:1][c:2]1[cH:3][c:4]([C:5](=[O:6])[O:7][CH3:8])[cH:9][cH:10][c:11]1[N+:12]([O-:13])=[O:14].[H:15][H:16]>>[F:1][c:2]1[cH:3][c:4]([C:5](=[O:6])[O:7][CH3:8])[cH:9][cH:10][c:11]1[NH2:12]. The reactants are COc1ccc(CN)cc1, CCO, O=[N+]([O-])c1cc[n+]([O-])c(Cl)c1. The product is COc1ccc(CNc2cc([N+](=O)[O-])cc[n+]2[O-])cc1. Reaction SMILES: [CH3:12][O:13][c:14]1[cH:15][cH:16][c:17]([CH2:20][NH2:21])[cH:18][cH:19]1.[CH3:22][CH2:23][OH:24].[Cl:1][c:2]1[n+:3]([O-:11])[cH:4][cH:5][c:6]([N+:8](=[O:9])[O-:10])[cH:7]1>>[c:2]1([NH:21][CH2:20][c:17]2[cH:16][cH:15][c:14]([O:13][CH3:12])[cH:19][cH:18]2)[n+:3]([O-:11])[cH:4][cH:5][c:6]([N+:8](=[O:9])[O-:10])[cH:7]1. Yields the product C1CC2(CCO1)OCCO2. Starting materials: O=C1CCOCC1, OCCO, Cc1ccccc1S(=O)(=O)O, c1ccccc1. As a reaction SMILES: [O:1]1[CH2:2][CH2:3][C:4](=[O:7])[CH2:5][CH2:6]1.[OH:8][CH2:9][CH2:10][OH:11].[c:12]1([CH3:13])[c:14]([S:15]([OH:16])(=[O:17])=[O:18])[cH:19][cH:20][cH:21][cH:22]1.[cH:23]1[cH:24][cH:25][cH:26][cH:27][cH:28]1>>[O:1]1[CH2:2][CH2:3][C:4]2([CH2:5][CH2:6]1)[O:7][CH2:10][CH2:9][O:8]2. The reactants are CCCCNC(C)=CC(=O)OC, CO, Cl, COC(=O)C=C(C)N, OCC(F)(F)F. The product is CCCCNC(C)CC(=O)OC. Reaction SMILES: [CH2:1]([CH2:2][CH2:3][CH3:4])[NH:5][C:6](=[CH:7][C:8](=[O:9])[O:10][CH3:11])[CH3:12].[CH3:13][OH:14].[ClH:15].[NH2:16][C:17]([CH3:18])=[CH:19][C:20]([O:21][CH3:22])=[O:23].[OH:24][CH2:25][C:26]([F:27])([F:28])[F:29]>>[CH2:1]([CH2:2][CH2:3][CH3:4])[NH:5][CH:6]([CH2:7][C:8](=[O:9])[O:10][CH3:11])[CH3:12]. The reactants are FC(C(=O)NCCCCNCC1=CC=CC=2N1C=CN2)(C(F)(F)F)F (5-[N-(4-pentafluoropropionamidobutan-1-yl)aminomethyl]imidazo[1,2-a]pyridine), aqueous solution, C=O (formalin). Run in C(C)(=O)O (acetic acid). Run at temperature 100 celsius. The product is FC(C(=O)NCCCCN1CC2=CN=C3C=CC=C(C1)N32)(C(F)(F)F)F (4,5-dihydro-4-(4-pentafluoropropion amidobutan-1-yl)-3H-1,4,8b-triazaacenaphthylene). RXN SMILES: [F:1][C:2]([F:25])([C:21]([F:24])([F:23])[F:22])[C:3]([NH:5][CH2:6][CH2:7][CH2:8][CH2:9][NH:10][CH2:11][C:12]1[N:17]2[CH:18]=[CH:19][N:20]=[C:16]2[CH:15]=[CH:14][CH:13]=1)=[O:4].[CH2:26]=O>C(O)(=O)C>[F:25][C:2]([F:1])([C:21]([F:23])([F:24])[F:22])[C:3]([NH:5][CH2:6][CH2:7][CH2:8][CH2:9][N:10]1[CH2:11][C:12]2[N:17]3[C:18](=[CH:19][N:20]=[C:16]3[CH:15]=[CH:14][CH:13]=2)[CH2:26]1)=[O:4]. Procedure: To a solution of 2620 mg (7.19 mmol) of 5-[N-(4-pentafluoropropionamidobutan-1-yl)aminomethyl]imidazo[1,2-a]pyridine in 10 ml of acetic acid was added 8.1 ml (107.88 mmol) of a 37% aqueous solution of formalin. The mixture was heated for 30 minutes at 100° C. The solvent was distilled off under reduced pressure, and the residue was dissolved in 100 ml of purified water. To this solution was added 2N sodium hydroxide to adjust the pH to 8, and extracted with 100 ml of dichloromethane. The organic... Reactants: ClC1=C(C(=O)NC2=C(C=C(C=C2)C2=NNC(CC2C)=O)O)C=CC(=N1)Cl (2,6-dichloro-N-[2-hydroxy-4-(4-methyl-6-oxo-1,4,5,6-tetrahydro-pyridazin-3-yl)-phenyl]-nicotinamide), C1(=CC=C(C=C1)S(=O)(=O)O)C (para-toluenesulphonic acid), C(C)(=O)O (acetic acid), C(C)(=O)O (acetic acid). Solvent: O (water). The product is ClC1=NC(=CC=C1C=1OC2=C(N1)C=CC(=C2)C=2C(CC(NN2)=O)C)Cl (6-[2-(2,6-dichloro-pyridin-3-yl)-benzoxazol-6-yl]-5-methyl-4,5-dihydro-2H-pyridazin-3-one). Reaction SMILES: [Cl:1][C:2]1[N:25]=[C:24]([Cl:26])[CH:23]=[CH:22][C:3]=1[C:4]([NH:6][C:7]1[CH:12]=[CH:11][C:10]([C:13]2[CH:18]([CH3:19])[CH2:17][C:16](=[O:20])[NH:15][N:14]=2)=[CH:9][C:8]=1[OH:21])=O.C1(C)C=CC(S(O)(=O)=O)=CC=1.C(O)(=O)C>O>[Cl:1][C:2]1[C:3]([C:4]2[O:21][C:8]3[CH:9]=[C:10]([C:13]4[CH:18]([CH3:19])[CH2:17][C:16](=[O:20])[NH:15][N:14]=4)[CH:11]=[CH:12][C:7]=3[N:6]=2)=[CH:22][CH:23]=[C:24]([Cl:26])[N:25]=1. Procedure: 5.8 g (0.015 mol) 2,6-dichloro-N-[2-hydroxy-4-(4-methyl-6-oxo-1,4,5,6-tetrahydro-pyridazin-3-yl)-phenyl]-nicotinamide, 0.6 g para-toluenesulphonic acid and 60 ml glacial acetic acid are refluxed together for 15 h, then 40 ml glacial acetic acid are eliminated in vacuo and the residue is mixed with water. The precipitate formed is filtered off, washed with ethanol and then recrystallised from dioxane/DMF. Reactants: CC(=O)Oc1ccc(C(=O)c2ccc(CBr)cc2)cc1, CCO, O, Cn1c(S)nc2ccsc2c1=O. Product: CC(=O)Oc1ccc(C(=O)c2ccc(CSc3nc4ccsc4c(=O)n3C)cc2)cc1. Reaction SMILES: [C:13]([CH3:14])(=[O:15])[O:16][c:17]1[cH:18][cH:19][c:20]([C:21](=[O:22])[c:23]2[cH:24][cH:25][c:26]([CH2:27][Br:28])[cH:29][cH:30]2)[cH:31][cH:32]1.[CH3:33][CH2:34][OH:35].[OH2:36].[SH:1][c:2]1[n:3]([CH3:12])[c:4](=[O:11])[c:5]2[c:6]([n:7]1)[cH:8][cH:9][s:10]2>>[S:1]([c:2]1[n:3]([CH3:12])[c:4](=[O:11])[c:5]2[c:6]([n:7]1)[cH:8][cH:9][s:10]2)[CH2:27][c:26]1[cH:25][cH:24][c:23]([C:21]([c:20]2[cH:19][cH:18][c:17]([O:16][C:13]([CH3:14])=[O:15])[cH:32][cH:31]2)=[O:22])[cH:30][cH:29]1.